Dataset: the Open Reaction Database (ORD), a public repository of structured organic reaction records. Task: describe an organic reaction: reactants, conditions, products, and yield Reactants: O1C(CCCC1)OC1=C(C=CC=C1)C(C(=O)OC)=C (methyl 2-[2-(tetrahydropyran-2-yloxy)-phenyl]-acrylate), C(=O)OC (methyl formate), [H-].[Na+] (sodium hydride), CS(=O)(=O)O (methanesulphonic acid), C([O-])([O-])=O.[K+].[K+] (potassium carbonate), BrCF (bromofluoromethane). Solvent: CN(C=O)C (dimethylformamide). Conditions: temperature 2.5 celsius, time 1 hour. Yields the product O1C(CCCC1)OC1=C(C=CC=C1)C(C(=O)OC)=COCF (methyl 2-[2-(tetrahydropyran-2-yloxy)-phenyl]-3-fluoromethoxy-acrylate). Yield: 62.3%. As a reaction SMILES: [H-].[Na+].[O:3]1[CH2:8][CH2:7][CH2:6][CH2:5][CH:4]1[O:9][C:10]1[CH:15]=[CH:14][CH:13]=[CH:12][C:11]=1[C:16](=[CH2:21])[C:17]([O:19][CH3:20])=[O:18].C([O:24][CH3:25])=O.CS(O)(=O)=O.C(=O)([O-])[O-].[K+].[K+].BrC[F:39]>CN(C)C=O>[O:3]1[CH2:8][CH2:7][CH2:6][CH2:5][CH:4]1[O:9][C:10]1[CH:15]=[CH:14][CH:13]=[CH:12][C:11]=1[C:16](=[CH:21][O:24][CH2:25][F:39])[C:17]([O:19][CH3:20])=[O:18] |f:0.1,5.6.7|. Reported procedure: 1.5 g of 80% strength sodium hydride in mineral oil are added in portions at 20° C. with stirring to a solution of 12.5 g (60 mmol) of methyl 2-[2-(tetrahydropyran-2-yloxy)-phenyl]-acrylate and 30 g of methyl formate in 150 ml of dry dimethylformamide in a three-necked flask having an attached condenser. After approximately one hour, the exothermic reaction commences with foaming. The temperature is kept at 40° C. for 3 hours. The mixture is cooled to 0-5° C. and treated successively with 4.8 g ... Reactants: O=C([O-])[O-], COC(=O)c1c(N)c2cnccc2n1CCO[Si](C(C)C)(C(C)C)C(C)C, Cc1ccccc1, CCOC(C)=O, [Cs+], [Cs+], C[Si](C)(C)c1ccc(OS(=O)(=O)C(F)(F)F)c(F)c1, O=C(C=Cc1ccccc1)C=Cc1ccccc1, O=C(C=Cc1ccccc1)C=Cc1ccccc1, O=C(C=Cc1ccccc1)C=Cc1ccccc1, [Pd], [Pd]. Yields the product COC(=O)c1c(Nc2ccc([Si](C)(C)C)cc2F)c2cnccc2n1CCO[Si](C(C)C)(C(C)C)C(C)C. Reaction SMILES: [C:47](=[O:48])([O-:49])[O-:50].[CH3:1][O:2][C:3](=[O:4])[c:5]1[c:6]([NH2:27])[c:7]2[cH:8][n:9][cH:10][cH:11][c:12]2[n:13]1[CH2:14][CH2:15][O:16][Si:17]([CH:18]([CH3:19])[CH3:20])([CH:21]([CH3:22])[CH3:23])[CH:24]([CH3:25])[CH3:26].[CH3:53][c:54]1[cH:55][cH:56][cH:57][cH:58][cH:59]1.[CH3:60][CH2:61][O:62][C:63]([CH3:64])=[O:65].[Cs+:51].[Cs+:52].[F:28][c:29]1[c:30]([O:39][S:40]([C:41]([F:42])([F:43])[F:44])(=[O:45])=[O:46])[cH:31][cH:32][c:33]([Si:35]([CH3:36])([CH3:37])[CH3:38])[cH:34]1.[O:104]=[C:105]([CH:106]=[CH:107][c:108]1[cH:109][cH:110][cH:111][cH:112][cH:113]1)[CH:114]=[CH:115][c:116]1[cH:117][cH:118][cH:119][cH:120][cH:121]1.[O:68]=[C:69]([CH:70]=[CH:71][c:72]1[cH:73][cH:74][cH:75][cH:76][cH:77]1)[CH:78]=[CH:79][c:80]1[cH:81][cH:82][cH:83][cH:84][cH:85]1.[O:86]=[C:87]([CH:88]=[CH:89][c:90]1[cH:91][cH:92][cH:93][cH:94][cH:95]1)[CH:96]=[CH:97][c:98]1[cH:99][cH:100][cH:101][cH:102][cH:103]1.[Pd:66].[Pd:67]>>[CH3:1][O:2][C:3](=[O:4])[c:5]1[c:6]([NH:27][c:30]2[c:29]([F:28])[cH:34][c:33]([Si:35]([CH3:36])([CH3:37])[CH3:38])[cH:32][cH:31]2)[c:7]2[cH:8][n:9][cH:10][cH:11][c:12]2[n:13]1[CH2:14][CH2:15][O:16][Si:17]([CH:18]([CH3:19])[CH3:20])([CH:21]([CH3:22])[CH3:23])[CH:24]([CH3:25])[CH3:26]. Starting materials: Nc1nc(Cl)cc(Cl)n1, Cl, Cc1c[nH]c2nccc(Oc3ccc(N)cc3F)c12, [Na+], [OH-], O. Yields the product Cc1c[nH]c2nccc(Oc3ccc(Nc4cc(Cl)nc(N)n4)cc3F)c12. As a reaction SMILES: [Cl:20][c:21]1[n:22][c:23]([NH2:28])[n:24][c:25]([Cl:27])[cH:26]1.[ClH:29].[F:1][c:2]1[cH:3][c:4]([NH2:5])[cH:6][cH:7][c:8]1[O:9][c:10]1[c:11]2[c:12]([n:13][cH:14][cH:15]1)[nH:16][cH:17][c:18]2[CH3:19].[Na+:31].[OH-:30].[OH2:32]>>[F:1][c:2]1[cH:3][c:4]([NH:5][c:25]2[n:24][c:23]([NH2:28])[n:22][c:21]([Cl:20])[cH:26]2)[cH:6][cH:7][c:8]1[O:9][c:10]1[c:11]2[c:12]([n:13][cH:14][cH:15]1)[nH:16][cH:17][c:18]2[CH3:19]. The reactants are CN(C1CNCCOC1)C=1C2=C(N=CN1)N(C=C2)S(=O)(=O)C2=CC=C(C)C=C2 (N-methyl-N-(7-tosyl-7H-pyrrolo[2,3-d]pyrimidin-4-yl)-1,4-oxazepan-6-amine), CN(C1CNCCOC1)C=1C2=C(N=CN1)N(C=C2)S(=O)(=O)C2=CC=C(C)C=C2 (N-methyl-N-(7-tosyl-7H-pyrrolo[2,3-d]pyrimidin-4-yl)-1,4-oxazepan-6-amine), ClC=1C=C(C=C(C1)Cl)NCC(=O)O ((3,5-dichloro-phenylamino)-acetic acid), 107.b, O.ON1N=NC2=C1C=CC=C2 (1-hydroxybenzotriazole hydrate), Cl.CN(CCCN=C=NCC)C (N-(3-dimethylaminopropyl)-N′-ethylcarbodiimide hydrochloride), CCN(C(C)C)C(C)C (DIEA). Solvent: CN(C)C=O (DMF), O (H2O). Conditions: time 24 hour. The product is ClC=1C=C(C=C(C1)Cl)NCC(=O)N1CCOCC(C1)N(C=1C2=C(N=CN1)N(C=C2)S(=O)(=O)C2=CC=C(C)C=C2)C (2-(3,5-dichlorophenylamino)-1-(6-(methyl(7-tosyl-7H-pyrrolo[2,3-d]pyrimidin-4-yl)amino)-1,4-oxazepan-4-yl)ethanone). RXN SMILES: [CH3:1][N:2]([C:10]1[C:11]2[CH:18]=[CH:17][N:16]([S:19]([C:22]3[CH:28]=[CH:27][C:25]([CH3:26])=[CH:24][CH:23]=3)(=[O:21])=[O:20])[C:12]=2[N:13]=[CH:14][N:15]=1)[CH:3]1[CH2:9][O:8][CH2:7][CH2:6][NH:5][CH2:4]1.[Cl:29][C:30]1[CH:31]=[C:32]([NH:37][CH2:38][C:39](O)=[O:40])[CH:33]=[C:34]([Cl:36])[CH:35]=1.O.ON1C2C=CC=CC=2N=N1.Cl.CN(C)CCCN=C=NCC.CCN(C(C)C)C(C)C>CN(C=O)C.O>[Cl:29][C:30]1[CH:31]=[C:32]([NH:37][CH2:38][C:39]([N:5]2[CH2:4][CH:3]([N:2]([CH3:1])[C:10]3[C:11]4[CH:18]=[CH:17][N:16]([S:19]([C:22]5[CH:28]=[CH:27][C:25]([CH3:26])=[CH:24][CH:23]=5)(=[O:21])=[O:20])[C:12]=4[N:13]=[CH:14][N:15]=3)[CH2:9][O:8][CH2:7][CH2:6]2)=[O:40])[CH:33]=[C:34]([Cl:36])[CH:35]=1 |f:2.3,4.5|. Procedure: A mixture of N-methyl-N-(7-tosyl-7H-pyrrolo[2,3-d]pyrimidin-4-yl)-1,4-oxazepan-6-amine ((0.114 g (0.283 mmol) 107.5, (3,5-dichloro-phenylamino)-acetic acid (0.0685 g (0.311 mmol) 107.b, and 1-hydroxybenzotriazole hydrate (9 mg (0.057 mmol) were dissolved in DMF (4 mL). The resulting solution was treated with N-(3-dimethylaminopropyl)-N′-ethylcarbodiimide hydrochloride (60 mg, 0.311 mmol) and DIEA (100 uL (0.566 mmol) and stirred at rt for 24 hr. The mixture was diluted with H2O and extracted wit... Starting materials: ClC=1C(=NC(=NC1S(=O)C)N)C=1OC=CC1 (5-chloro-4-furan-2-yl-6-methanesulfinyl-pyrimidin-2-yl-amine), M{37Cl} H+, M{35Cl} H+, C(C1=CC=CC=C1)S (benzyl mercaptan), C1CCC2=NCCCN2CC1 (DBU). Solvent: O1CCOCC1 (dioxane). Yields the product C(C1=CC=CC=C1)SC1=NC(=NC(=C1Cl)C=1OC=CC1)N (4-Benzylsulfanyl-5-chloro-6-furan-2-yl-pyrimidin-2-yl-amine). RXN SMILES: [Cl:1][C:2]1[C:3]([C:12]2[O:13][CH:14]=[CH:15][CH:16]=2)=[N:4][C:5]([NH2:11])=[N:6][C:7]=1[S:8]([CH3:10])=O.C(S)[C:18]1[CH:23]=[CH:22][CH:21]=[CH:20][CH:19]=1.C1CCN2C(=NCCC2)CC1>O1CCOCC1>[CH2:10]([S:8][C:7]1[C:2]([Cl:1])=[C:3]([C:12]2[O:13][CH:14]=[CH:15][CH:16]=2)[N:4]=[C:5]([NH2:11])[N:6]=1)[C:18]1[CH:23]=[CH:22][CH:21]=[CH:20][CH:19]=1. Procedure: From 5-chloro-4-furan-2-yl-6-methanesulfinyl-pyrimidin-2-yl-amine, benzyl mercaptan and DBU in dioxane. ES-MS m/e (%): 320 (M{37Cl}+H+, 45), 318 (M{35Cl}+H+, 100).